Dataset: the Open Reaction Database (ORD), a public repository of structured organic reaction records. Task: describe an organic reaction: reactants, conditions, products, and yield Reactants: C(C1=CC=CC=C1)OC(=O)N1CC(CC2=CC=CC=C12)C(=O)O (N-benzyloxycarbonyl-3(R,S)-carboxy-1,2,3,4-tetrahydroquinoline). Solvent: O1CCCC1 (tetrahydrofuran), CO (methanol). Yields the product C(C1=CC=CC=C1)OC(=O)N1CC(CC2=CC=CC=C12)CO (N-Benzyloxycarbonyl-3(R,S)-hydroxymethyl-1,2,3,4-tetrahydroquinoline). RXN SMILES: [CH2:1]([O:8][C:9]([N:11]1[C:20]2[C:15](=[CH:16][CH:17]=[CH:18][CH:19]=2)[CH2:14][CH:13]([C:21](O)=[O:22])[CH2:12]1)=[O:10])[C:2]1[CH:7]=[CH:6][CH:5]=[CH:4][CH:3]=1>O1CCCC1.CO>[CH2:1]([O:8][C:9]([N:11]1[C:20]2[C:15](=[CH:16][CH:17]=[CH:18][CH:19]=2)[CH2:14][CH:13]([CH2:21][OH:22])[CH2:12]1)=[O:10])[C:2]1[CH:7]=[CH:6][CH:5]=[CH:4][CH:3]=1. Procedure details: 14.0 g of N-benzyloxycarbonyl-3(R,S)-carboxy-1,2,3,4-tetrahydroquinoline are stirred in 400 ml of tetrahydrofuran with 9.0 ml of 10M borane-dimethylsulfide complex at 25° C. for 16 h. The reaction mixture is diluted several times with methanol and evaporated. The crude product is recrystallized from ethyl acetate/hexane: mp 62°-4° C.; Rf (X)=0.50; FAB-MS: (M+H)+ =298; anal. calc. for C18H19NO3 : C 72.71%, H 6.44%, N 4.71%; found C 72.84%, H 6.35%, N 4.75%.